describe an organic reaction: reactants, conditions, products, and yield From a dataset of the Open Reaction Database (ORD), a public repository of structured organic reaction records. Starting materials: product, [Na] (sodium), C(#N)C1=CC=C(C=C1)O (p-cyanophenol), C(C#C)OCCl (chloromethyl 2-propynyl ether). Solvent: C(C)C(=O)C (methyl ethyl ketone). The product is C(#N)C1=CC=C(C=C1)OCOCC#C (1-cyano-4-[(2-propynyloxy)methoxy]benzene). The yield is 80.1%. Reaction SMILES: [Na].[C:2]([C:4]1[CH:9]=[CH:8][C:7]([OH:10])=[CH:6][CH:5]=1)#[N:3].[CH2:11]([O:14][CH2:15]Cl)[C:12]#[CH:13]>C(C(C)=O)C>[C:2]([C:4]1[CH:9]=[CH:8][C:7]([O:10][CH2:15][O:14][CH2:11][C:12]#[CH:13])=[CH:6][CH:5]=1)#[N:3] |^1:0|. Procedure: A sodium salt of p-cyanophenol(14.1 g) was dissolved in methyl ethyl ketone (20 ml), and chloromethyl 2-propynyl ether (Intermediate I-a) (10.6g, 0.1 mol) prepared in example 1 was added dropwise to the solution with stirring at room temperature. The reaction mixture was stirred for further 2 hours and the solvent was then evaporated off. The residue was extracted with toluene (30 ml) and the organic layer was washed with distilled water (20 g). The solvent was then evaporated off to obtain a cr...